This data is from the Open Reaction Database (ORD), a public repository of structured organic reaction records. The task is: describe an organic reaction: reactants, conditions, products, and yield Reactants: Cl.C(C)(=O)OCC (hydrochloric acid ethyl acetate), N(=O)OC(C)(C)C (tert-butyl nitrite), C(C)(C)(C)OC(=O)N(C=1SC(=C(N1)C(CC)=O)C(=O)OCC)C(=O)OC(C)(C)C (Ethyl 2-[bis(tert-butoxycarbonyl)amino]-4-propanoyl-1,3-thiazole-5-carboxylate), crude product. Reagents/catalysts: [Cu](Cl)Cl (copper chloride). The solvent is CO (methanol). Reaction conditions: temperature 50 celsius, time 50 minute. Yields the product ClC=1SC(=C(N1)C(CC)=O)C(=O)OCC (Ethyl 2-chloro-4-propanoyl-1,3-thiazole-5-carboxylate). As a reaction SMILES: C(OC(N(C(OC(C)(C)C)=O)[C:9]1[S:10][C:11]([C:18]([O:20][CH2:21][CH3:22])=[O:19])=[C:12]([C:14](=[O:17])[CH2:15][CH3:16])[N:13]=1)=O)(C)(C)C.[ClH:30].C(OCC)(=O)C.N(OC(C)(C)C)=O>CO.[Cu](Cl)Cl>[Cl:30][C:9]1[S:10][C:11]([C:18]([O:20][CH2:21][CH3:22])=[O:19])=[C:12]([C:14](=[O:17])[CH2:15][CH3:16])[N:13]=1 |f:1.2|. Reported procedure: Ethyl 2-[bis(tert-butoxycarbonyl)amino]-4-propanoyl-1,3-thiazole-5-carboxylate obtained in Example (62f) (270.5 mg, 0.63 mmol) was dissolved in methanol (2 mL). A 4 N hydrochloric acid/ethyl acetate solution (6 mL) was added, and the mixture was stirred at 50° C. for 50 minutes. The reaction solution was washed with saturated aqueous sodium bicarbonate solution, dried over anhydrous sodium sulfate, and then concentrated under reduced pressure. The same operation as in Example (22c) was performed... Reactants: NC(CCC(=O)O)C(=O)O (DL-Glutamic acid), anhydride, [OH-].[Na+] (sodium hydroxide), ice, [OH-].[Na+] (sodium hydroxide), N[C@@H](CCC(=O)[O-])C(=O)[O-].[Na+].[Na+] (sodium glutamate), C(CCCCCCCCCCC)(=O)O.S(O)(O)(=O)=O (lauric acid sulfuric acid). Run in O (water), CC(=O)C (acetone). The product is C(CCCCCCCCCCC)(=O)NC(CCC(=O)O)C(=O)O (N-Lauroyl-DL-glutamic acid). Reaction SMILES: [NH2:1][CH:2]([C:8]([OH:10])=[O:9])[CH2:3][CH2:4][C:5]([OH:7])=[O:6].[OH-].[Na+].N[C@H](C([O-])=O)CCC([O-])=O.[Na+].[Na+].[C:25](O)(=[O:37])[CH2:26][CH2:27][CH2:28][CH2:29][CH2:30][CH2:31][CH2:32][CH2:33][CH2:34][CH2:35][CH3:36].S(=O)(=O)(O)O>O.CC(C)=O>[C:25]([NH:1][CH:2]([C:8]([OH:10])=[O:9])[CH2:3][CH2:4][C:5]([OH:7])=[O:6])(=[O:37])[CH2:26][CH2:27][CH2:28][CH2:29][CH2:30][CH2:31][CH2:32][CH2:33][CH2:34][CH2:35][CH3:36] |f:1.2,3.4.5,6.7|. Reported procedure: DL-Glutamic acid 14.7 g was suspended in 75 ml water and 45 ml acetone and then added 8 g of sodium hydroxide. To the solution of the sodium glutamate was added lauric acid-sulfuric acid mixed anhydride with 10 N sodium hydroxide at pH 12 - 13 on the ice bath with stirring. The reaction mixture was stirred for an additional 1 hour, then treated by the same manner as in Example 1. N-Lauroyl-DL-glutamic acid was obtained 19.7 g (59.7 %) M.P. 116° - 119°C. Starting materials: OC1=C(C=CC(=C1)O)C(CC1=CC=C(C=C1)OC)=O (1-(2,4-dihydroxyphenyl)-2-(4-methoxyphenyl)ethanone), CO (methanol). The product is OC1=C(C=CC(=C1)OC)C(CC1=CC=C(C=C1)OC)=O (1-(2-Hydroxy-4-methoxyphenyl)-2-(4-methoxyphenyl)ethanone). The yield is 228.7%. As a reaction SMILES: [OH:1][C:2]1[CH:7]=[C:6]([OH:8])[CH:5]=[CH:4][C:3]=1[C:9](=[O:19])[CH2:10][C:11]1[CH:16]=[CH:15][C:14]([O:17][CH3:18])=[CH:13][CH:12]=1.[CH3:20]O>>[OH:1][C:2]1[CH:7]=[C:6]([O:8][CH3:20])[CH:5]=[CH:4][C:3]=1[C:9](=[O:19])[CH2:10][C:11]1[CH:16]=[CH:15][C:14]([O:17][CH3:18])=[CH:13][CH:12]=1. Procedure details: Using the previous procedure and starting from 1-(2,4-dihydroxyphenyl)-2-(4-methoxyphenyl)ethanone (8.0 g, 11.0 mmol) and methanol (1.32 mL, 32.55 mmol), 6.85 g (81%) of the title compound was obtained as a white solid: mp 101-102° C. (lit. 104° C.); IR (KBr) 1637, 1611, 1513, 1459, 1346, 1301, 1237, 1174, 1148, 1026, 797, 787, 626, 0.522 cm−1; 1H NMR (400 MHz, CDCl3) δ 12.72 (br s, 1H), 7.73 (d, J=8.8 Hz, 1H), 7.17 (d, J=8.6 Hz. 2H), 6.86 (d, J=8.6 Hz, 2H), 6.40-6.44 (m, 2H), 4.13 (s, 2H), 3.81... The product is Cc1c(Sc2ccc(=O)[nH]n2)oc2ccc(Cl)cc12. Starting materials: C[O-], CO, Cc1c(Sc2ccc(Cl)nn2)oc2ccc(Cl)cc12, [Na+]. RXN SMILES: [CH3:1][O-:2].[CH3:23][OH:24].[Cl:4][c:5]1[n:6][n:7][c:8]([S:11][c:12]2[o:13][c:14]3[c:15]([c:16]2[CH3:17])[cH:18][c:19]([Cl:22])[cH:20][cH:21]3)[cH:9][cH:10]1.[Na+:3]>>[O:2]=[c:5]1[nH:6][n:7][c:8]([S:11][c:12]2[o:13][c:14]3[c:15]([c:16]2[CH3:17])[cH:18][c:19]([Cl:22])[cH:20][cH:21]3)[cH:9][cH:10]1. Reactants: CN(C(C1=CC(=CC=C1)C(NC1=C(C=C(C=C1)N1CCCCC1)C1=NC=CC(=C1)C(N[C@H]1CCCC2=CC=CC=C12)=O)=O)=O)CC(=O)O ((S)-2-(N-methyl-3-(4-(piperidin-1-yl)-2-(4-(1,2,3,4-tetrahydronaphthalen-1-ylcarbamoyl)pyridin-2-yl)phenylcarbamoyl)benzamido)acetic acid), CCN=C=NCCCN(C)C.Cl (EDC.HCl), N1(CCNCC1)CCOCCO (2-(2-(piperazin-1-yl)ethoxy)ethanol). Reagents/catalysts: CN(C1=CC=NC=C1)C (4-dimethylaminopyridine). Run in ClCCl (dichloromethane), ClCCl (dichloromethane). Reaction conditions: time 8 hour. Yields the product OCCOCCN1CCN(CC1)C(CN(C(C1=CC(C(=O)NC2=C(C=C(C=C2)N2CCCCC2)C2=NC=CC(=C2)C(N[C@H]2CCCC3=CC=CC=C23)=O)=CC=C1)=O)C)=O ((S)—N1-(2-(4-(2-(2-hydroxyethoxy)ethyl)piperazin-1-yl)-2-oxoethyl)-N1-methyl-N3-(4-(piperidin-1-yl)-2-(4-(1,2,3,4-tetrahydronaphthalen-1-ylcarbamoyl)pyridin-2-yl)phenyl)isophthalamide). The yield is 23.2%. RXN SMILES: [CH3:1][N:2]([CH2:45][C:46](O)=[O:47])[C:3](=[O:44])[C:4]1[CH:9]=[CH:8][CH:7]=[C:6]([C:10](=[O:43])[NH:11][C:12]2[CH:17]=[CH:16][C:15]([N:18]3[CH2:23][CH2:22][CH2:21][CH2:20][CH2:19]3)=[CH:14][C:13]=2[C:24]2[CH:29]=[C:28]([C:30](=[O:42])[NH:31][C@@H:32]3[C:41]4[C:36](=[CH:37][CH:38]=[CH:39][CH:40]=4)[CH2:35][CH2:34][CH2:33]3)[CH:27]=[CH:26][N:25]=2)[CH:5]=1.CCN=C=NCCCN(C)C.Cl.[N:61]1([CH2:67][CH2:68][O:69][CH2:70][CH2:71][OH:72])[CH2:66][CH2:65][NH:64][CH2:63][CH2:62]1>ClCCl.CN(C)C1C=CN=CC=1>[OH:72][CH2:71][CH2:70][O:69][CH2:68][CH2:67][N:61]1[CH2:66][CH2:65][N:64]([C:46](=[O:47])[CH2:45][N:2]([CH3:1])[C:3](=[O:44])[C:4]2[CH:9]=[CH:8][CH:7]=[C:6]([C:10]([NH:11][C:12]3[CH:17]=[CH:16][C:15]([N:18]4[CH2:23][CH2:22][CH2:21][CH2:20][CH2:19]4)=[CH:14][C:13]=3[C:24]3[CH:29]=[C:28]([C:30](=[O:42])[NH:31][C@@H:32]4[C:41]5[C:36](=[CH:37][CH:38]=[CH:39][CH:40]=5)[CH2:35][CH2:34][CH2:33]4)[CH:27]=[CH:26][N:25]=3)=[O:43])[CH:5]=2)[CH2:63][CH2:62]1 |f:1.2|. Reported procedure: Into a 100-mL round-bottom flask, was placed a solution of (S)-2-(N-methyl-3-(4-(piperidin-1-yl)-2-(4-(1,2,3,4-tetrahydronaphthalen-1-ylcarbamoyl)pyridin-2-yl)phenylcarbamoyl)benzamido)acetic acid (200 mg, 0.31 mmol, 1.00 equiv) in dichloromethane (10 mL), EDC.HCl (113 mg, 0.59 mmol, 1.90 equiv), 4-dimethylaminopyridine (80 mg, 0.65 mmol, 2.11 equiv), 2-(2-(piperazin-1-yl)ethoxy)ethanol (103 mg, 0.59 mmol, 1.91 equiv). The resulting solution was stirred overnight at room temperature. The resulti... Starting materials: CS(=O)(=O)Cl, COc1c2n(c3c(NC(=O)OC(C)(C)C)cn(Cc4ccc(F)c(Cl)c4)c(=O)c13)CCN(C)C2=O, [H-], [Na+], CN(C)C=O. Product: COc1c2n(c3c(N(C(=O)OC(C)(C)C)S(C)(=O)=O)cn(Cc4ccc(F)c(Cl)c4)c(=O)c13)CCN(C)C2=O. RXN SMILES: [CH3:38][S:39]([Cl:40])(=[O:41])=[O:42].[Cl:1][c:2]1[cH:3][c:4]([CH2:5][n:6]2[c:7](=[O:31])[c:8]3[c:9]([O:29][CH3:30])[c:10]4[n:11]([c:18]3[c:19]([NH:21][C:22](=[O:23])[O:24][C:25]([CH3:26])([CH3:27])[CH3:28])[cH:20]2)[CH2:12][CH2:13][N:14]([CH3:17])[C:15]4=[O:16])[cH:32][cH:33][c:34]1[F:35].[H-:36].[Na+:37].[O:43]=[CH:44][N:45]([CH3:46])[CH3:47]>>[Cl:1][c:2]1[cH:3][c:4]([CH2:5][n:6]2[c:7](=[O:31])[c:8]3[c:9]([O:29][CH3:30])[c:10]4[n:11]([c:18]3[c:19]([N:21]([C:22](=[O:23])[O:24][C:25]([CH3:26])([CH3:27])[CH3:28])[S:39]([CH3:38])(=[O:41])=[O:42])[cH:20]2)[CH2:12][CH2:13][N:14]([CH3:17])[C:15]4=[O:16])[cH:32][cH:33][c:34]1[F:35]. Reactants: O=C(C1CCC(O)CC1)N1CCN(C2CCC2)CC1, Oc1ccc(Cl)nc1. The product is O=C(C1CCC(Oc2ccc(Cl)nc2)CC1)N1CCN(C2CCC2)CC1. As a reaction SMILES: [CH:1]1([N:5]2[CH2:6][CH2:7][N:8]([C:11](=[O:12])[CH:13]3[CH2:14][CH2:15][CH:16]([OH:19])[CH2:17][CH2:18]3)[CH2:9][CH2:10]2)[CH2:2][CH2:3][CH2:4]1.[Cl:20][c:21]1[n:22][cH:23][c:24]([OH:27])[cH:25][cH:26]1>>[CH:1]1([N:5]2[CH2:6][CH2:7][N:8]([C:11](=[O:12])[CH:13]3[CH2:14][CH2:15][CH:16]([O:19][c:24]4[cH:23][n:22][c:21]([Cl:20])[cH:26][cH:25]4)[CH2:17][CH2:18]3)[CH2:9][CH2:10]2)[CH2:2][CH2:3][CH2:4]1. Procedure details: Prepared analogously to Example 9i) from 400 mg (0.81 mmol) (R)-3-(3,4-diethyl-phenyl)-2-{[4-(2-oxo-1,2,4,5-tetrahydro-1,3-benzodiazepin-3-yl)-piperidine-1-carbonyl]-amino}-propionic acid and 170 mg (1.01 mmol) [1,4′]bipiperidinyl. Reactants: C(C)C=1C=C(C=CC1CC)C[C@H](C(=O)O)NC(=O)N1CCC(CC1)N1C(NC2=C(CC1)C=CC=C2)=O ((R)-3-(3,4-diethyl-phenyl)-2-{[4-(2-oxo-1,2,4,5-tetrahydro-1,3-benzodiazepin-3-yl)-piperidine-1-carbonyl]-amino}-propionic acid), N1(CCCCC1)C1CCNCC1 ([1,4′]bipiperidinyl). RXN SMILES: [CH2:1]([C:3]1[CH:4]=[C:5]([CH2:11][C@@H:12]([NH:16][C:17]([N:19]2[CH2:24][CH2:23][CH:22]([N:25]3[CH2:31][CH2:30][C:29]4[CH:32]=[CH:33][CH:34]=[CH:35][C:28]=4[NH:27][C:26]3=[O:36])[CH2:21][CH2:20]2)=[O:18])[C:13](O)=[O:14])[CH:6]=[CH:7][C:8]=1[CH2:9][CH3:10])[CH3:2].[N:37]1([CH:43]2[CH2:48][CH2:47][NH:46][CH2:45][CH2:44]2)[CH2:42][CH2:41][CH2:40][CH2:39][CH2:38]1>>[N:37]1([CH:43]2[CH2:48][CH2:47][N:46]([C:13](=[O:14])[C@H:12]([NH:16][C:17]([N:19]3[CH2:24][CH2:23][CH:22]([N:25]4[CH2:31][CH2:30][C:29]5[CH:32]=[CH:33][CH:34]=[CH:35][C:28]=5[NH:27][C:26]4=[O:36])[CH2:21][CH2:20]3)=[O:18])[CH2:11][C:5]3[CH:6]=[CH:7][C:8]([CH2:9][CH3:10])=[C:3]([CH2:1][CH3:2])[CH:4]=3)[CH2:45][CH2:44]2)[CH2:42][CH2:41][CH2:40][CH2:39][CH2:38]1. Product: N1(CCCCC1)C1CCN(CC1)C([C@@H](CC1=CC(=C(C=C1)CC)CC)NC(=O)N1CCC(CC1)N1C(NC2=C(CC1)C=CC=C2)=O)=O (4-(2-oxo-1,2,4,5-tetrahydro-1,3-benzodiazepin-3-yl)-piperidine-1-carboxylic acid-[(R)-2-1,4′-bipiperidinyl-1′-yl-1-(3,4-diethyl-benzyl)-2-oxo-ethyl]-amide). The reactants are C(C)(=O)O[C@@H]1[C@H](O[C@H]([C@@H]([C@H]1OC(C)=O)OC(C)=O)C1=CC(=C(C=C1)Cl)CC1=CC=C(C=C1)C1(CC1)C=O)COC(C)=O ((2R,3R,4R,5S,6S)-2-(acetoxymethyl)-6-(4-chloro-3-(4-(1-formylcyclopropyl)benzyl)phenyl)tetrahydro-2H-pyran-3,4,5-triyl triacetate), N1=CC=CC=C1 (pyridine), Cl.CON (O-methylhydroxylamine hydrochloride). Run in C(C)O (ethanol). Run at temperature 80 celsius. Product: CON=CC1(CC1)C1=CC=C(C=C1)CC1=C(C=CC(=C1)[C@@H]1O[C@@H]([C@H]([C@@H]([C@H]1O)O)O)CO)Cl (1-(4-(2-chloro-5-((2S,3R,4R,5S,6R)-3,4,5-trihydroxy-6-(hydroxyl methyl)tetrahydro-2H-pyran-2-yl)benzyl)phenyl)cyclopropane carbaldehyde O-methyl oxime). Yield: 118.1%. As a reaction SMILES: C([O:4][C@H:5]1[C@H:10]([O:11]C(=O)C)[C@@H:9]([O:15]C(=O)C)[C@H:8]([C:19]2[CH:24]=[CH:23][C:22]([Cl:25])=[C:21]([CH2:26][C:27]3[CH:32]=[CH:31][C:30]([C:33]4([CH:36]=O)[CH2:35][CH2:34]4)=[CH:29][CH:28]=3)[CH:20]=2)[O:7][C@@H:6]1[CH2:38][O:39]C(=O)C)(=O)C.N1C=CC=CC=1.Cl.[CH3:50][O:51][NH2:52]>C(O)C>[CH3:50][O:51][N:52]=[CH:36][C:33]1([C:30]2[CH:31]=[CH:32][C:27]([CH2:26][C:21]3[CH:20]=[C:19]([C@H:8]4[C@H:9]([OH:15])[C@@H:10]([OH:11])[C@H:5]([OH:4])[C@@H:6]([CH2:38][OH:39])[O:7]4)[CH:24]=[CH:23][C:22]=3[Cl:25])=[CH:28][CH:29]=2)[CH2:35][CH2:34]1 |f:2.3|. Procedure: To a solution of (2R,3R,4R,5S,6S)-2-(acetoxymethyl)-6-(4-chloro-3-(4-(1-formylcyclopropyl)benzyl)phenyl)tetrahydro-2H-pyran-3,4,5-triyl triacetate (300.0 mg, 0.44 mmol), in ethanol (5 mL) under nitrogen atmosphere, was added pyridine (0.17 mL, 2.20 mmol) and O-methylhydroxylamine hydrochloride (73.0 mg, 0.88 mmol). The reaction mixture was heated at 80° C. for 4 h. After completion of the reaction as confirmed by TLC, the solvent was evaporated. The crude compound was diluted with ethyl acetate ...